Dataset: the Open Reaction Database (ORD), a public repository of structured organic reaction records. Task: describe an organic reaction: reactants, conditions, products, and yield The reactants are ClC1=CC(=NC(=N1)C1=CC=CC=C1)NC(CN1CCCCC1)=O (N-(6-Chloro-2-phenylpyrimidin-4-yl)-2-piperidin-1-ylacetamide), C(C)(=O)NCCN (N-acetylethylenediamine). Run in CS(=O)C (DMSO). Run at temperature 130 celsius, time 16 hour. Yields the product C(C)(=O)NCCNC1=CC(=NC(=N1)C1=CC=CC=C1)NC(CN1CCCCC1)=O (N-(6-{[2-(acetylamino)ethyl]amino)-2-phenylpyrimidin-4-yl)-2-piperidin-1-ylacetamide). The yield is 60.1%. Reaction SMILES: Cl[C:2]1[N:7]=[C:6]([C:8]2[CH:13]=[CH:12][CH:11]=[CH:10][CH:9]=2)[N:5]=[C:4]([NH:14][C:15](=[O:23])[CH2:16][N:17]2[CH2:22][CH2:21][CH2:20][CH2:19][CH2:18]2)[CH:3]=1.[C:24]([NH:27][CH2:28][CH2:29][NH2:30])(=[O:26])[CH3:25]>CS(C)=O>[C:24]([NH:27][CH2:28][CH2:29][NH:30][C:2]1[N:7]=[C:6]([C:8]2[CH:13]=[CH:12][CH:11]=[CH:10][CH:9]=2)[N:5]=[C:4]([NH:14][C:15](=[O:23])[CH2:16][N:17]2[CH2:22][CH2:21][CH2:20][CH2:19][CH2:18]2)[CH:3]=1)(=[O:26])[CH3:25]. Procedure: N-(6-Chloro-2-phenylpyrimidin-4-yl)-2-piperidin-1-ylacetamide (25 mg) was dissolved in DMSO (1 ml) and N-acetylethylenediamine (78 mg) added. A reflux condenser was fitted and the mixture heated to 130° C. with stirring for 16 hrs. The reaction was cooled to room temperature and the solvent removed in vacuo. Purification via flash chromatography on silica gel, eluting with a mixture of dichloromethane and methanol (95:5, then 93:7 v/v) yielded the title compound (18 mg). The reactants are CI, CC(C)=O, [K+], [K+], O=C([O-])[O-], Cc1c(-c2ccc(O)cc2)nsc1NC(=O)C1CC1C. Product: COc1ccc(-c2nsc(NC(=O)C3CC3C)c2C)cc1. RXN SMILES: [CH3:27][I:28].[CH3:29][C:30](=[O:31])[CH3:32].[K+:21].[K+:22].[O-:23][C:24]([O-:25])=[O:26].[OH:1][c:2]1[cH:3][cH:4][c:5](-[c:8]2[n:9][s:10][c:11]([NH:14][C:15](=[O:16])[CH:17]3[CH:18]([CH3:20])[CH2:19]3)[c:12]2[CH3:13])[cH:6][cH:7]1>>[O:1]([c:2]1[cH:3][cH:4][c:5](-[c:8]2[n:9][s:10][c:11]([NH:14][C:15](=[O:16])[CH:17]3[CH:18]([CH3:20])[CH2:19]3)[c:12]2[CH3:13])[cH:6][cH:7]1)[CH3:24]. Reactants: [Cl-].COC[P+](C1=CC=CC=C1)(C1=CC=CC=C1)C1=CC=CC=C1 ((methoxymethyl)triphenylphosphonium chloride), [Li]CCCC (nBuLi), C(C)(C)(C)[Si](O[C@@H]1[C@@H]2CCC=C([C@]2(CCC1)C)[C@@H](C=O)C)(C)C ((S)-2-[(4aR,5S,8aS)-5-(tert-butyldimethyl-silanyloxy)-8a-methyl-3,4,4a,5,6,7,8,8a-octa-hydronaphthalen-1-yl]-propionaldehyde). Run in C1CCOC1 (THF), C1CCOC1 (THF). Conditions: time 45 minute. The product is C(C)(C)(C)[Si](O[C@@H]1[C@@H]2CCC=C([C@]2(CCC1)C)[C@@H](CC=O)C)(C)C ((R)-3-[(4aR,5S,8aS)-5-(tert-butyldimethyl-silanyloxy)-8a-methyl-3,4,4a,5,6,7,8,8a-octahydro-naphthalen-1-yl]-butyraldehyde). RXN SMILES: [Cl-].C[O:3]C[P+](C1C=CC=CC=1)(C1C=CC=CC=1)C1C=CC=CC=1.[Li]CC[CH2:27][CH3:28].[C:29]([Si:33]([CH3:51])([CH3:50])[O:34][C@H:35]1[CH2:44][CH2:43][CH2:42][C@@:41]2([CH3:45])[C@H:36]1[CH2:37][CH2:38][CH:39]=[C:40]2[C@H:46]([CH3:49])C=O)([CH3:32])([CH3:31])[CH3:30]>C1COCC1>[C:29]([Si:33]([CH3:51])([CH3:50])[O:34][C@H:35]1[CH2:44][CH2:43][CH2:42][C@@:41]2([CH3:45])[C@H:36]1[CH2:37][CH2:38][CH:39]=[C:40]2[C@H:46]([CH3:49])[CH2:28][CH:27]=[O:3])([CH3:31])([CH3:32])[CH3:30] |f:0.1|. Reported procedure: A suspension of 7.17 g of (methoxymethyl)triphenylphosphonium chloride in 50 ml of abs. THF was cooled to -20° and treated with 12.1 ml of nBuLi (1.55 M, hexane). 30 minutes later, the deep red ylide solution was cooled down to -78° and 3.525 g of (S)-2-[(4aR,5S,8aS)-5-(tert-butyldimethyl-silanyloxy)-8a-methyl-3,4,4a,5,6,7,8,8a-octa-hydronaphthalen-1-yl]-propionaldehyde dissolved in 21 ml of abs. THF, were slowly added and the reaction mixture kept for 45 minutes at that temperature. Partition b... The reactants are O (water), COC=1C=C(C=O)C=CC1N1C=NC(=C1)C (3-methoxy-4-(4-methyl-1H-imidazol-1-yl)benzaldehyde), C(C)(C)(C)OC(C(CCO[Si](C)(C)C(C)(C)C)P(=O)(OCC)OCC)=O (4-(tert-butyldimethylsilanyloxy)-2-(diethoxyphosphoryl)butyric acid tert-butyl ester), O.[OH-].[Li+] (lithium hydroxide monohydrate). The solvent is C(C)(=O)OCC (ethyl acetate), C1CCOC1 (THF), C(C)O (ethanol). Reaction conditions: time 8 hour. Yields the product C(C)(C)(C)OC(/C(/CCO[Si](C)(C)C(C)(C)C)=C/C1=CC(=C(C=C1)N1C=NC(=C1)C)OC)=O ((E)-4-(tert-butyldimethylsilanyloxy)-2-[3-methoxy-4-(4-methyl-1H-imidazol-1-yl)-benzylidene]butyric acid tert-butyl ester). Isolated yield 67.4%. RXN SMILES: [CH3:1][O:2][C:3]1[CH:4]=[C:5]([CH:8]=[CH:9][C:10]=1[N:11]1[CH:15]=[C:14]([CH3:16])[N:13]=[CH:12]1)[CH:6]=O.[C:17]([O:21][C:22](=[O:42])[CH:23](P(OCC)(OCC)=O)[CH2:24][CH2:25][O:26][Si:27]([C:30]([CH3:33])([CH3:32])[CH3:31])([CH3:29])[CH3:28])([CH3:20])([CH3:19])[CH3:18].O.[OH-].[Li+].O>C1COCC1.C(O)C.C(OCC)(=O)C>[C:17]([O:21][C:22](=[O:42])/[C:23](=[CH:6]/[C:5]1[CH:8]=[CH:9][C:10]([N:11]2[CH:15]=[C:14]([CH3:16])[N:13]=[CH:12]2)=[C:3]([O:2][CH3:1])[CH:4]=1)/[CH2:24][CH2:25][O:26][Si:27]([C:30]([CH3:33])([CH3:32])[CH3:31])([CH3:28])[CH3:29])([CH3:18])([CH3:20])[CH3:19] |f:2.3.4|. Procedure details: To a solution of 3-methoxy-4-(4-methyl-1H-imidazol-1-yl)benzaldehyde (295 mg) obtained in Example 1 in THF (5.0 mL) and ethanol (5.0 mL), 4-(tert-butyldimethylsilanyloxy)-2-(diethoxyphosphoryl)butyric acid tert-butyl ester (509 mg) and lithium hydroxide monohydrate (104 mg) were added one by one, and the reaction solution was agitated at room temperature overnight. After confirming disappearance of the starting materials, water and ethyl acetate were added to the reaction solution, and the organ... Reactants: O=[N+]([O-])c1cc(Br)ccc1F, CC(C)(C)OC(=O)N1CC=C(B2OC(C)(C)C(C)(C)O2)CC1, [K+], [K+], O=C([O-])[O-], CN(C)C=O. Yields the product CC(C)(C)OC(=O)N1CC=C(c2ccc(F)c([N+](=O)[O-])c2)CC1. Reaction SMILES: [Br:29][c:30]1[cH:31][c:32]([N+:37](=[O:38])[O-:39])[c:33]([F:36])[cH:34][cH:35]1.[CH3:1][C:2]1([CH3:3])[C:4]([CH3:5])([CH3:6])[O:7][B:8]([C:9]2=[CH:14][CH2:13][N:12]([C:15](=[O:16])[O:17][C:18]([CH3:19])([CH3:20])[CH3:21])[CH2:11][CH2:10]2)[O:22]1.[K+:23].[K+:24].[O-:25][C:26]([O-:27])=[O:28].[O:40]=[CH:41][N:42]([CH3:43])[CH3:44]>>[C:9]1([c:30]2[cH:31][c:32]([N+:37](=[O:38])[O-:39])[c:33]([F:36])[cH:34][cH:35]2)=[CH:14][CH2:13][N:12]([C:15](=[O:16])[O:17][C:18]([CH3:19])([CH3:20])[CH3:21])[CH2:11][CH2:10]1.